From a dataset of the Open Reaction Database (ORD), a public repository of structured organic reaction records. describe an organic reaction: reactants, conditions, products, and yield Reactants: solution, S(=O)(=O)([O-])S(=O)[O-].[Na+].[Na+] (sodium metabisulfite), FC(C(=O)C1=CC=C(C=C1)F)(C(F)(F)F)F (2,2,3,3,3-pentafluoro-1-(4-fluorophenyl)propan-1-one), solution, S-methyl-CBS-oxazaborolidine, [B]1OC2=CC=CC=C2O1 (catecholborane), solution, Cl (HCl). The solvent is C1(=CC=CC=C1)C (toluene), ClCCl (dichloromethane), C1(=CC=CC=C1)C (toluene), O (water), O1CCOCC1 (dioxane). Run at temperature -78 celsius, time 7 hour. Product: FC([C@H](O)C1=CC=C(C=C1)F)(C(F)(F)F)F ((R)-2,2,3,3,3-pentafluoro-1-(4-fluorophenyl)propan-1-ol). Isolated yield 92.8%. As a reaction SMILES: [F:1][C:2]([F:16])([C:12]([F:15])([F:14])[F:13])[C:3]([C:5]1[CH:10]=[CH:9][C:8]([F:11])=[CH:7][CH:6]=1)=[O:4].[B]1OC2C(=CC=CC=2)O1.Cl.S(S([O-])=O)([O-])(=O)=O.[Na+].[Na+]>O1CCOCC1.O.C1(C)C=CC=CC=1.ClCCl>[F:16][C:2]([F:1])([C:12]([F:13])([F:14])[F:15])[C@@H:3]([C:5]1[CH:10]=[CH:9][C:8]([F:11])=[CH:7][CH:6]=1)[OH:4] |f:3.4.5,^1:16|. Procedure: To a solution of 2,2,3,3,3-pentafluoro-1-(4-fluorophenyl)propan-1-one (13.0 g, 53 mmol) in a mixture 1:1 of dichloromethane and toluene (160 mL) at room temperature, 1M solution of S-methyl-CBS-oxazaborolidine in toluene (5.3 mL, 5.3 mmol) was added at room temperature. The reaction mixture was cooled at −78° C. and catecholborane (7.62 g, 63 mmol) was added. After stirring for 7 h at −78° C., a 4 M solution of HCl in dioxane (18 mL) was added. After allowing the reaction mixture to warm to room...